From a dataset of the Open Reaction Database (ORD), a public repository of structured organic reaction records. describe an organic reaction: reactants, conditions, products, and yield The reactants are O (water), OC1=COC2=CC=CC=C2C1=O (3-hydroxychromone), ClCC#N (chloroacetonitrile), C([O-])([O-])=O.[K+].[K+] (potassium carbonate). The solvent is CN(C=O)C (dimethylformamide). Reaction conditions: temperature 100 celsius, time 4 hour. The product is O=C1C(=COC2=C1C=CC=C2)OCC#N ([(4-Oxo-4H-1-benzopyran-3-yl)oxy]acetonitrile). The yield is 77.9%. As a reaction SMILES: [OH:1][C:2]1[C:11](=[O:12])[C:10]2[C:5](=[CH:6][CH:7]=[CH:8][CH:9]=2)[O:4][CH:3]=1.Cl[CH2:14][C:15]#[N:16].C(=O)([O-])[O-].[K+].[K+].O>CN(C)C=O>[O:12]=[C:11]1[C:10]2[CH:9]=[CH:8][CH:7]=[CH:6][C:5]=2[O:4][CH:3]=[C:2]1[O:1][CH2:14][C:15]#[N:16] |f:2.3.4|. Reported procedure: A mixture of 3-hydroxychromone (4.86 g, 0.03 mole), chloroacetonitrile (2.26 g, 0.03 mole) and potassium carbonate (3.0 g, 0.02 mole) in dimethylformamide (40 ml) is stirred at 100° C. under nitrogen for 4 hrs. The reaction mixture is cooled, poured into water (200 ml), filtered, washed with water and sucked dry. Recrystallization from methanol gives white crystals (4.7 g, 94%), mp 145°-146° C. The reactants are C1(=CC=CC=C1)C(C(=C)O[Si](C)(C)C)=O (1-phenyl-2-trimethylsiloxyprop-2-en-1-one), C=CC(C)=C (isoprene). The product is C(C1=CC=CC=C1)(=O)C1(CC=CCC1)O (1-benzoyl-1-hydroxycyclohex-3-ene). As a reaction SMILES: [C:1]1([C:7](=[O:15])[C:8]([O:10][Si](C)(C)C)=[CH2:9])[CH:6]=[CH:5][CH:4]=[CH:3][CH:2]=1.[CH2:16]=[CH:17][C:18](=C)[CH3:19]>>[C:7]([C:8]1([OH:10])[CH2:19][CH2:18][CH:17]=[CH:16][CH2:9]1)(=[O:15])[C:1]1[CH:6]=[CH:5][CH:4]=[CH:3][CH:2]=1. Reported procedure: If the 1-phenyl-2-trimethylsiloxyprop-2-en-1-one is reacted with isoprene instead of butadiene, an analogous procedure gives an oily product which, after bulb tube distillation (150°/0.06 mm Hg), gave the following analysis: The reactants are O=C([O-])[O-], CC(C)=O, C=CC(=O)CC, Cl, N#CC(C#N)CCC(F)(F)F, [K+], [K+]. The product is CCC(=O)CCC(C#N)(C#N)CCC(F)(F)F. RXN SMILES: [C:18](=[O:19])([O-:20])[O-:21].[CH3:25][C:26](=[O:27])[CH3:28].[CH:12](=[CH2:13])[C:14](=[O:15])[CH2:16][CH3:17].[ClH:24].[F:1][C:2]([CH2:3][CH2:4][CH:5]([C:6]#[N:7])[C:8]#[N:9])([F:10])[F:11].[K+:22].[K+:23]>>[F:1][C:2]([CH2:3][CH2:4][C:5]([C:6]#[N:7])([C:8]#[N:9])[CH2:13][CH2:12][C:14](=[O:15])[CH2:16][CH3:17])([F:10])[F:11]. Starting materials: ClCCl, ClI, Nc1ccccc1C(=O)c1ccccc1Cl. Yields the product Nc1ccc(I)cc1C(=O)c1ccccc1Cl. Reaction SMILES: [CH2:19]([Cl:20])[Cl:21].[I:1][Cl:2].[NH2:3][c:4]1[c:5]([C:10](=[O:11])[c:12]2[c:13]([Cl:18])[cH:14][cH:15][cH:16][cH:17]2)[cH:6][cH:7][cH:8][cH:9]1>>[I:1][c:7]1[cH:6][c:5]([C:10](=[O:11])[c:12]2[c:13]([Cl:18])[cH:14][cH:15][cH:16][cH:17]2)[c:4]([NH2:3])[cH:9][cH:8]1. Starting materials: CNC=1C=NC=CC1C1=C(C=CC=C1)C (N-methyl-4-o-tolylpyridin-3-amine), [N+](=O)([O-])C=1C=C(C(=O)O)C=C(C1)C(F)(F)F (3-nitro-5-trifluoromethyl-benzoic acid). Product: CN(C(C1=CC(=CC(=C1)C(F)(F)F)[N+](=O)[O-])=O)C=1C=NC=CC1C1=C(C=CC=C1)C (N-Methyl-3-nitro-N-(4-o-tolylpyridin-3-yl)-5-(trifluoromethyl)benzamide). RXN SMILES: [CH3:1][NH:2][C:3]1[CH:4]=[N:5][CH:6]=[CH:7][C:8]=1[C:9]1[CH:14]=[CH:13][CH:12]=[CH:11][C:10]=1[CH3:15].[N+:16]([C:19]1[CH:20]=[C:21]([CH:25]=[C:26]([C:28]([F:31])([F:30])[F:29])[CH:27]=1)[C:22](O)=[O:23])([O-:18])=[O:17]>>[CH3:1][N:2]([C:3]1[CH:4]=[N:5][CH:6]=[CH:7][C:8]=1[C:9]1[CH:14]=[CH:13][CH:12]=[CH:11][C:10]=1[CH3:15])[C:22](=[O:23])[C:21]1[CH:25]=[C:26]([C:28]([F:31])([F:30])[F:29])[CH:27]=[C:19]([N+:16]([O-:18])=[O:17])[CH:20]=1. Reported procedure: The title compound was prepared in analogy to example 90, from N-methyl-4-o-tolylpyridin-3-amine (example 1, intermediate a) and 3-nitro-5-trifluoromethyl-benzoic acid (CAS RN 328-80-3) after a reaction time of 48 hours. The compound was purified by silica gel chromatography using a MPLC system (CombiFlash Companion, Isco Inc.) eluting with a gradient of n-heptane:EtOAc (100:0 to 0:80). The product-containing fractions were pooled and concentrated under vacuum. The residue was dissolved in 30 mL... Starting materials: CC1=C(OC=C1)C(=O)NC=1C=C(C=CC1)C#CC=1C=C(C=NC1)C(=O)N=[S@@](=O)(C1=CC=CC=C1)CC(=O)OCC ((S)-Ethyl (N-{[5-({3-[(3-methyl-2-furoyl)amino]phenyl}ethynyl)pyridin-3-yl]carbonyl}-S-phenylsulfonimidoyl)acetate), N1CC(C(=O)OCC)CCC1 (ethyl nipecotate). Procedure: In a manner similar to that described in Example 534, (S)-Ethyl (N-{[5-({3-[(3-methyl-2-furoyl)amino]phenyl}ethynyl)pyridin-3-yl]carbonyl}-S-phenylsulfonimidoyl)acetate and ethyl nipecotate were reacted to give the title compound Product: CC1=C(OC=C1)C(=O)NC=1C=C(C=CC1)C#CC=1C=C(C=NC1)C(=O)N=S(=O)(C1=CC=CC=C1)CC(=O)N1C[C@H](CCC1)C(=O)OCC ((S)-Ethyl 1-[(N-{[5-({3-[(3-methyl-2-furoyl)amino]phenyl}ethynyl)pyridin-3-yl]carbonyl}-S-phenylsulfonimidoyl)acetyl]piperidine-3-carboxylate). RXN SMILES: [CH3:1][C:2]1[CH:6]=[CH:5][O:4][C:3]=1[C:7]([NH:9][C:10]1[CH:11]=[C:12]([C:16]#[C:17][C:18]2[CH:19]=[C:20]([C:24]([N:26]=[S@:27]([CH2:35][C:36](OCC)=[O:37])([C:29]3[CH:34]=[CH:33][CH:32]=[CH:31][CH:30]=3)=[O:28])=[O:25])[CH:21]=[N:22][CH:23]=2)[CH:13]=[CH:14][CH:15]=1)=[O:8].[NH:41]1[CH2:51][CH2:50][CH2:49][CH:43]([C:44]([O:46][CH2:47][CH3:48])=[O:45])[CH2:42]1>>[CH3:1][C:2]1[CH:6]=[CH:5][O:4][C:3]=1[C:7]([NH:9][C:10]1[CH:11]=[C:12]([C:16]#[C:17][C:18]2[CH:19]=[C:20]([C:24]([N:26]=[S:27]([CH2:35][C:36]([N:41]3[CH2:51][CH2:50][CH2:49][C@H:43]([C:44]([O:46][CH2:47][CH3:48])=[O:45])[CH2:42]3)=[O:37])([C:29]3[CH:30]=[CH:31][CH:32]=[CH:33][CH:34]=3)=[O:28])=[O:25])[CH:21]=[N:22][CH:23]=2)[CH:13]=[CH:14][CH:15]=1)=[O:8].